describe an organic reaction: reactants, conditions, products, and yield From a dataset of the Open Reaction Database (ORD), a public repository of structured organic reaction records. Starting materials: ClC1=C(C2=C(OCO2)C(=C1)I)N (5-Chloro-7-iodo-1,3-benzodioxol-4-amine), C(C#C)NC(=O)N1CCOCC1 (N-prop-2-yn-1-ylmorpholine-4-carboxamide), C(C)(C)NC(C)C (diisopropylamine). Reagents/catalysts: [Cu]I (copper(I) iodide), [Pd](Cl)Cl.C1(=CC=CC=C1)P(C1=CC=CC=C1)C1=CC=CC=C1.C1(=CC=CC=C1)P(C1=CC=CC=C1)C1=CC=CC=C1 (bis(triphenylphosphine) palladium(II) dichloride). Run in C(C)(=O)OCC (ethyl acetate), ice methanol. Run at time 3 hour. The product is NC1=C(C=C(C2=C1OCO2)C#CCNC(=O)N2CCOCC2)Cl (N-[3-(7-amino-6-chloro-1,3-benzodioxol-4-yl)prop-2-yn-1-yl]morpholine-4-carboxamide). Isolated yield 77.5%. As a reaction SMILES: [Cl:1][C:2]1[CH:10]=[C:9](I)[C:5]2[O:6][CH2:7][O:8][C:4]=2[C:3]=1[NH2:12].[CH2:13]([NH:16][C:17]([N:19]1[CH2:24][CH2:23][O:22][CH2:21][CH2:20]1)=[O:18])[C:14]#[CH:15].C(NC(C)C)(C)C>C(OCC)(=O)C.[Pd](Cl)Cl.C1(P(C2C=CC=CC=2)C2C=CC=CC=2)C=CC=CC=1.C1(P(C2C=CC=CC=2)C2C=CC=CC=2)C=CC=CC=1.[Cu]I>[NH2:12][C:3]1[C:4]2[O:8][CH2:7][O:6][C:5]=2[C:9]([C:15]#[C:14][CH2:13][NH:16][C:17]([N:19]2[CH2:24][CH2:23][O:22][CH2:21][CH2:20]2)=[O:18])=[CH:10][C:2]=1[Cl:1] |f:4.5.6|. Procedure: 5-Chloro-7-iodo-1,3-benzodioxol-4-amine (600 mg, 2.02 mmol) and N-prop-2-yn-1-ylmorpholine-4-carboxamide (406 mg, 2.42 mmol) in ethyl acetate (10 ml) were cooled in ice-methanol, under an atmosphere of nitrogen, and then treated with bis(triphenylphosphine) palladium(II) dichloride (140 mg, 10 mol %) followed by copper(I) iodide (38 mg, 10 mol %) and diisopropylamine (407 mg, 4.03 mmol). The reaction was allowed to warm to room temperature and stirred for 3 hours and then filtered through Celite...